Task: describe an organic reaction: reactants, conditions, products, and yield. Dataset: the Open Reaction Database (ORD), a public repository of structured organic reaction records The reactants are [Mg+]Cc1ccccc1, O=CCC1CCN(Cc2ccccc2)CC1, C1CCOC1, [Cl-], [Cl-], [NH4+]. The product is OC(Cc1ccccc1)CC1CCN(Cc2ccccc2)CC1. Reaction SMILES: [CH2:18]([c:19]1[cH:20][cH:21][cH:22][cH:23][cH:24]1)[Mg+:25].[CH2:1]([c:2]1[cH:3][cH:4][cH:5][cH:6][cH:7]1)[N:8]1[CH2:9][CH2:10][CH:11]([CH2:14][CH:15]=[O:16])[CH2:12][CH2:13]1.[CH2:28]1[O:29][CH2:30][CH2:31][CH2:32]1.[Cl-:17].[Cl-:26].[NH4+:27]>>[CH2:1]([c:2]1[cH:3][cH:4][cH:5][cH:6][cH:7]1)[N:8]1[CH2:9][CH2:10][CH:11]([CH2:14][CH:15]([OH:16])[CH2:18][c:19]2[cH:20][cH:21][cH:22][cH:23][cH:24]2)[CH2:12][CH2:13]1. The reactants are OC=1C=C(C=CC1OC)N(C=1C=C(C(=O)O)C=CC1)CC=1C=NC=CC1 (N-(3-Hydroxy-4-methoxyphenyl)-N-(3-pyridylmethyl)-3-aminobenzoic acid), C(C)(=O)Cl (acetyl chloride). The solvent is CO (MeOH). Run at time 8 hour. The product is OC=1C=C(C=CC1OC)N(C=1C=C(C(=O)OC)C=CC1)CC=1C=NC=CC1 (Methyl N-(3-hydroxy-4-methoxyphenyl)-N-(3-pyridylmethyl)-3-aminobenzoate). Isolated yield 84.0%. RXN SMILES: [OH:1][C:2]1[CH:3]=[C:4]([N:10]([CH2:20][C:21]2[CH:22]=[N:23][CH:24]=[CH:25][CH:26]=2)[C:11]2[CH:12]=[C:13]([CH:17]=[CH:18][CH:19]=2)[C:14]([OH:16])=[O:15])[CH:5]=[CH:6][C:7]=1[O:8][CH3:9].[C:27](Cl)(=O)C>CO>[OH:1][C:2]1[CH:3]=[C:4]([N:10]([CH2:20][C:21]2[CH:22]=[N:23][CH:24]=[CH:25][CH:26]=2)[C:11]2[CH:12]=[C:13]([CH:17]=[CH:18][CH:19]=2)[C:14]([O:16][CH3:27])=[O:15])[CH:5]=[CH:6][C:7]=1[O:8][CH3:9]. Reported procedure: N-(3-Hydroxy-4-methoxyphenyl)-N-(3-pyridylmethyl)-3-aminobenzoic acid (7.0 g, 20.0 mmol) was dissolved in 210 mL of MeOH and 2.8 g (36.0 mmol) of acetyl chloride was added. The material was warmed to reflux with stirring overnight. The solution was concentrated in vacuo and then diluted with 200 mL of DCM and washed with saturated NaHCO3, brine, dried (Na2SO4), and concentrated to give 6.85 g (84% yield) of the desired target. Reactants: ClC=1C=C(C(=NC1)N1C(N2C(CC(CC2)O)C1=O)=O)F (2-(5-Chloro-3-fluoro-pyridine-2-yl)-7-hydroxi-tetrahydroimidazo-(1.5-a)-pyridine-1,3-dione), C(C)N(CC)S(F)(F)F (diethylaminosulfur trifluoride). The solvent is O (water). Reaction conditions: time 1 hour. Product: ClC=1C=C(C(=NC1)N1C(N2C(CC(CC2)F)C1=O)=O)F (2-(5-Chloro-3-fluoro-pyridine-2-yl)-7-fluoro-tetrahydroimidazo-(1.5-a)-pyridine-1,3-dione). RXN SMILES: [Cl:1][C:2]1[CH:3]=[C:4]([F:20])[C:5]([N:8]2[C:17](=[O:18])[CH:11]3[CH2:12][CH:13](O)[CH2:14][CH2:15][N:10]3[C:9]2=[O:19])=[N:6][CH:7]=1.C(N(S(F)(F)[F:27])CC)C>O>[Cl:1][C:2]1[CH:3]=[C:4]([F:20])[C:5]([N:8]2[C:17](=[O:18])[CH:11]3[CH2:12][CH:13]([F:27])[CH2:14][CH2:15][N:10]3[C:9]2=[O:19])=[N:6][CH:7]=1. Procedure: 2.6 g of 2-(5-Chloro-3-fluoro-pyridine-2-yl)-7-hydroxi-tetrahydroimidazo-(1.5-a)-pyridine-1,3-dione (isomer B) in 80 ml dichlorromethane is treated at −55° C.-−65° C. with 1.9 ml of diethylaminosulfur trifluoride (DAST) and stirred at the same temperature for 1 hr. The vessel is then allowed to stirr at room temperature over night. The resulting brownish solution is treated with ice and water and extracted with ethyl acetate. The extracts are washed with water, dried, filtered through a small si...